This data is from the Open Reaction Database (ORD), a public repository of structured organic reaction records. The task is: describe an organic reaction: reactants, conditions, products, and yield The reactants are CC(C)(C)OC(=O)N1CCC(=O)CC1, C1CCOC1, CC(C)[N-]C(C)C, COP(=O)(Cc1nc2c(N3CCOCC3)nc(Cl)nc2n1C)OC, [Li+]. Product: Cn1c(C=C2CCN(C(=O)OC(C)(C)C)CC2)nc2c(N3CCOCC3)nc(Cl)nc21. As a reaction SMILES: [C:33](=[O:34])([O:35][C:36]([CH3:37])([CH3:38])[CH3:39])[N:40]1[CH2:41][CH2:42][C:43](=[O:46])[CH2:44][CH2:45]1.[CH2:47]1[O:48][CH2:49][CH2:50][CH2:51]1.[CH3:26][CH:27]([N-:28][CH:29]([CH3:30])[CH3:31])[CH3:32].[Cl:1][c:2]1[n:3][c:4]([N:19]2[CH2:20][CH2:21][O:22][CH2:23][CH2:24]2)[c:5]2[n:6][c:7]([CH2:12][P:13](=[O:14])([O:15][CH3:16])[O:17][CH3:18])[n:8]([CH3:11])[c:9]2[n:10]1.[Li+:25]>>[Cl:1][c:2]1[n:3][c:4]([N:19]2[CH2:20][CH2:21][O:22][CH2:23][CH2:24]2)[c:5]2[n:6][c:7]([CH:12]=[C:43]3[CH2:42][CH2:41][N:40]([C:33](=[O:34])[O:35][C:36]([CH3:37])([CH3:38])[CH3:39])[CH2:45][CH2:44]3)[n:8]([CH3:11])[c:9]2[n:10]1. Product: N1=CC=C(C=C1)C1=NC(=NC=C1)NC1=CC=C(OCC(=O)OCC)C=C1 ([4-[[4-(4-Pyridinyl)-2-pyrimidinyl]amino]phenoxy]acetic acid, ethyl ester). Procedure: A mixture of 5.58 g of 4-[[4-(4-pyridinyl)-2-pyrimidinyl]amino]phenol was reacted with ethyl bromo acetate as described in Example 255, giving 1.8 g of the desired product as yellow crystals, mp 109°-111° C. RXN SMILES: [N:1]1[CH:6]=[CH:5][C:4]([C:7]2[CH:12]=[CH:11][N:10]=[C:9]([NH:13][C:14]3[CH:19]=[CH:18][C:17]([OH:20])=[CH:16][CH:15]=3)[N:8]=2)=[CH:3][CH:2]=1.[CH3:21][CH2:22][O:23][C:24]([CH2:26]Br)=[O:25]>>[N:1]1[CH:2]=[CH:3][C:4]([C:7]2[CH:12]=[CH:11][N:10]=[C:9]([NH:13][C:14]3[CH:19]=[CH:18][C:17]([O:20][CH2:26][C:24]([O:23][CH2:22][CH3:21])=[O:25])=[CH:16][CH:15]=3)[N:8]=2)=[CH:5][CH:6]=1. Starting materials: N1=CC=C(C=C1)C1=NC(=NC=C1)NC1=CC=C(C=C1)O (4-[[4-(4-pyridinyl)-2-pyrimidinyl]amino]phenol), CCOC(=O)CBr (ethyl bromo acetate).